Dataset: the Open Reaction Database (ORD), a public repository of structured organic reaction records. Task: describe an organic reaction: reactants, conditions, products, and yield Reactants: CN1CCOCC1, COC(=O)CCC(N)C(=O)OC, CN(C)C=O, COC1=CC(Cl)=NN(OC)N1, Cl, Nc1nc2[nH]cc(CCc3ccc(C(=O)O)cc3)c2c(=O)[nH]1. The product is COC(=O)CCC(NC(=O)c1ccc(CCc2c[nH]c3nc(N)[nH]c(=O)c23)cc1)C(=O)OC. Reaction SMILES: [CH3:23][N:24]1[CH2:25][CH2:26][O:27][CH2:28][CH2:29]1.[CH3:42][O:43][C:44]([CH:45]([NH2:46])[CH2:47][CH2:48][C:49](=[O:50])[O:51][CH3:52])=[O:53].[CH3:54][N:55]([CH3:56])[CH:57]=[O:58].[Cl:30][C:31]1=[N:40][N:37]([O:38][CH3:39])[NH:36][C:33]([O:34][CH3:35])=[CH:32]1.[ClH:41].[NH2:1][c:2]1[nH:3][c:4](=[O:22])[c:5]2[c:6]([n:7]1)[nH:8][cH:9][c:10]2[CH2:11][CH2:12][c:13]1[cH:14][cH:15][c:16]([C:17](=[O:18])[OH:19])[cH:20][cH:21]1>>[NH2:1][c:2]1[nH:3][c:4](=[O:22])[c:5]2[c:6]([n:7]1)[nH:8][cH:9][c:10]2[CH2:11][CH2:12][c:13]1[cH:14][cH:15][c:16]([C:17](=[O:19])[NH:46][CH:45]([C:44]([O:43][CH3:42])=[O:53])[CH2:47][CH2:48][C:49](=[O:50])[O:51][CH3:52])[cH:20][cH:21]1. Reactants: N[C@H]([C@H](O)C=1C=CC(=C(C1)NS(=O)(=O)C)O)C (N-(5-((1R,2S)-2-Amino-1-hydroxypropyl)-2-hydroxyphenyl)methanesulfonamide), CC=1C=C(C=O)C=C(C1)C (3,5-dimethylbenzaldehyde). Run in CO (methanol). Reaction conditions: time 1.5 hour. The product is CC=1C=C(CN[C@H]([C@H](O)C=2C=CC(=C(C2)NS(=O)(=O)C)O)C)C=C(C1)C (N-(5-((1R,2S)-2-(3,5-Dimethylbenzylamino)-1-hydroxypropyl)-2-hydroxyphenyl)methanesulfonamide). Yield: 32.8%. As a reaction SMILES: [NH2:1][C@@H:2]([CH3:17])[C@@H:3]([C:5]1[CH:6]=[CH:7][C:8]([OH:16])=[C:9]([NH:11][S:12]([CH3:15])(=[O:14])=[O:13])[CH:10]=1)[OH:4].[CH3:18][C:19]1[CH:20]=[C:21]([CH:24]=[C:25]([CH3:27])[CH:26]=1)[CH:22]=O>CO>[CH3:18][C:19]1[CH:26]=[C:25]([CH:24]=[C:21]([CH3:22])[CH:20]=1)[CH2:27][NH:1][C@@H:2]([CH3:17])[C@@H:3]([C:5]1[CH:6]=[CH:7][C:8]([OH:16])=[C:9]([NH:11][S:12]([CH3:15])(=[O:14])=[O:13])[CH:10]=1)[OH:4]. Procedure details: Borane-pyridine complex (160 μL, 1.50 mmol) was added to a methanol solution (5 mL) of an amine (3) (131 mg, 0.50 mmol) and 3,5-dimethylbenzaldehyde (90 μL, 0.65 mmol) at 40° C. and the mixture was stirred for 1.5 hours. The reaction mixture was allowed to cool to room temperature and extracted after addition of water with a mixed solvent (ethyl acetate: methanol=10:1), and the organic layer was washed with saturated aqueous sodium chloride solution. The organic layer was dried and concentrated,... The reactants are Cl.ClC1=C(C=CC(=C1)Cl)NN (2,4-Dichlorophenyl hydrazine hydrochloride), CN1CCC(CC1)=O (N-Methylpiperidine-4-one). The solvent is O1CCOCC1 (1,4-dioxan), S(O)(O)(=O)=O (sulfuric acid). Yields the product ClC1=CC(=CC=2C3=C(NC12)CCN(C3)C)Cl (6,8-dichloro-2-methyl-2,3,4,5-tetrahydro-1H-pyrido[4,3-b]indole). RXN SMILES: Cl.[Cl:2][C:3]1[CH:8]=[C:7]([Cl:9])[CH:6]=[CH:5][C:4]=1[NH:10]N.[CH3:12][N:13]1[CH2:18][CH2:17][C:16](=O)[CH2:15][CH2:14]1>S(=O)(=O)(O)O.O1CCOCC1>[Cl:2][C:3]1[C:4]2[NH:10][C:16]3[CH2:17][CH2:18][N:13]([CH3:12])[CH2:14][C:15]=3[C:5]=2[CH:6]=[C:7]([Cl:9])[CH:8]=1 |f:0.1|. Reported procedure: 2,4-Dichlorophenyl hydrazine hydrochloride (1 equiv.) is taken in 7% sulfuric acid in 1,4-dioxan. N-Methylpiperidine-4-one (0.76-1.4 equiv.) is added and the contents are stirred at RT for min., followed by heating at 80° C. for 14 h. After completion of the reaction, as monitored by LCMS, the solvent is removed in vacuo, basified with saturated aq. NaHCO3 and extracted with EtOAc. The organic layer is separated, dried over anhydrous sodium sulfate and concentrated. The resulting crude product i... The reactants are IC=1C=C(C(=O)NC2=CC(=C(C=C2)OC2=NC=CC=C2C2=NC(=NC=C2)NC)C)C=CC1 (3-iodo-N-(3-methyl-4-(3-(2-(methylamino)pyrimidin-4-yl)pyridin-2-yloxy)phenyl)benzamide), O1C=C(C=C1)B(O)O (furan-3-ylboronic acid), C([O-])([O-])=O.[Na+].[Na+] (sodium carbonate), O1CCOCC1 (dioxane). The solvent is O (water), C(C)(=O)OCC (ethyl acetate). Conditions: time 3 hour. Yields the product O1C=C(C=C1)C=1C=C(C(=O)NC2=CC(=C(C=C2)OC2=NC=CC=C2C2=NC(=NC=C2)NC)C)C=CC1 (3-(furan-3-yl)-N-(3-methyl-4-(3-(2-(methylamino)pyrimidin-4-yl)pyridin-2-yloxy)phenyl)benzamide). As a reaction SMILES: I[C:2]1[CH:3]=[C:4]([CH:30]=[CH:31][CH:32]=1)[C:5]([NH:7][C:8]1[CH:13]=[CH:12][C:11]([O:14][C:15]2[C:20]([C:21]3[CH:26]=[CH:25][N:24]=[C:23]([NH:27][CH3:28])[N:22]=3)=[CH:19][CH:18]=[CH:17][N:16]=2)=[C:10]([CH3:29])[CH:9]=1)=[O:6].[O:33]1[CH:37]=[CH:36][C:35](B(O)O)=[CH:34]1.C(=O)([O-])[O-].[Na+].[Na+].O1CCOCC1>O.C(OCC)(=O)C>[O:33]1[CH:37]=[CH:36][C:35]([C:2]2[CH:3]=[C:4]([CH:30]=[CH:31][CH:32]=2)[C:5]([NH:7][C:8]2[CH:13]=[CH:12][C:11]([O:14][C:15]3[C:20]([C:21]4[CH:26]=[CH:25][N:24]=[C:23]([NH:27][CH3:28])[N:22]=4)=[CH:19][CH:18]=[CH:17][N:16]=3)=[C:10]([CH3:29])[CH:9]=2)=[O:6])=[CH:34]1 |f:2.3.4|. Reported procedure: A mixture of 3-iodo-N-(3-methyl-4-(3-(2-(methylamino)pyrimidin-4-yl)pyridin-2-yloxy)phenyl)benzamide (0.100 g, 0.186 mmol), furan-3-ylboronic acid (0.025 g, 0.22 mmol), [1,1′bis(diphenylphosphino)ferrocene]palladium(II) methylene chloride complex (0.0073 g, 0.01 mmol), sodium carbonate (2M solution in water, 0.20 mL, 0.41 mmol) and dioxane was heated to 80 deg. C. for 3 h. The reaction was cooled to ambient temperature and was allowed to stand overnight. Additional [1,1′bis(diphenylphosphino)fer... Starting materials: [BH3-]C#N, CCOC(=O)N1CCC(=O)C(C)C1, CCN, CO, Cl, [K+], [Na+], [OH-]. Product: CCNC1CCN(C(=O)OCC)CC1C. Reaction SMILES: [C:20]([BH3-:21])#[N:22].[C:5](=[O:6])([O:7][CH2:8][CH3:9])[N:10]1[CH2:11][CH:12]([CH3:17])[C:13](=[O:16])[CH2:14][CH2:15]1.[CH2:2]([CH3:3])[NH2:4].[CH3:24][OH:25].[ClH:1].[K+:19].[Na+:23].[OH-:18]>>[CH2:2]([CH3:3])[NH:4][CH:13]1[CH:12]([CH3:17])[CH2:11][N:10]([C:5](=[O:6])[O:7][CH2:8][CH3:9])[CH2:15][CH2:14]1.